This data is from the Open Reaction Database (ORD), a public repository of structured organic reaction records. The task is: describe an organic reaction: reactants, conditions, products, and yield The reactants are C(C)(=O)OCCNC(C1=CC(=C(C=C1)Cl)N(C(=O)C1=CC2=C(C3=C(OCC2)C=C(C=C3)Br)S1)C)=O (2-(3-(8-bromo-N-methyl-4,5-dihydrobenzo[b]thieno[2,3-d]oxepine-2-carboxamido)-4-chlorobenzamido)ethyl acetate), CC1(C2=C(C(=CC=C2)P(C3=CC=CC=C3)C4=CC=CC=C4)OC5=C(C=CC=C51)P(C6=CC=CC=C6)C7=CC=CC=C7)C (Xantphos), CS(=O)(=O)CCN.Cl (MeSO2CH2CH2NH2.HCl), C(=O)([O-])[O-].[Na+].[Na+] (Na2CO3). Reaction conditions: temperature 80 celsius. RXN SMILES: C([O:4][CH2:5][CH2:6][NH:7][C:8](=[O:35])[C:9]1[CH:14]=[CH:13][C:12]([Cl:15])=[C:11]([N:16]([CH3:34])[C:17]([C:19]2[S:33][C:22]3[C:23]4[CH:31]=[CH:30][C:29](Br)=[CH:28][C:24]=4[O:25][CH2:26][CH2:27][C:21]=3[CH:20]=2)=[O:18])[CH:10]=1)(=O)C.CC1(C)C2C(=C(P(C3C=CC=CC=3)C3C=CC=CC=3)C=CC=2)[O:57][C:39]2C(P(C3C=CC=CC=3)C3C=CC=CC=3)=CC=CC1=2.[CH3:78][S:79]([CH2:82][CH2:83][NH2:84])(=[O:81])=[O:80].Cl.C([O-])([O-])=O.[Na+].[Na+]>C1(C)C=CC=CC=1.CC([O-])=O.CC([O-])=O.[Pd+2]>[Cl:15][C:12]1[CH:13]=[CH:14][C:9]([C:8](=[O:35])[NH:7][CH2:6][CH2:5][OH:4])=[CH:10][C:11]=1[N:16]([CH3:34])[C:17]([C:19]1[S:33][C:22]2[C:23]3[CH:31]=[CH:30][C:29]([C:39]([NH:84][CH2:83][CH2:82][S:79]([CH3:78])(=[O:81])=[O:80])=[O:57])=[CH:28][C:24]=3[O:25][CH2:26][CH2:27][C:21]=2[CH:20]=1)=[O:18] |f:2.3,4.5.6,8.9.10|. Yield: 183.6%. Yields the product ClC1=C(C=C(C=C1)C(NCCO)=O)N(C(=O)C1=CC2=C(C3=C(OCC2)C=C(C=C3)C(=O)NCCS(=O)(=O)C)S1)C (N2-(2-chloro-5-(2-hydroxyethylcarbamoyl)phenyl)-N2-methyl-N8-(2-(methylsulfonyl)ethyl)-4,5-dihydrobenzo[b]thieno[2,3-d]oxepine-2,8-dicarboxamide). The reagents and catalysts are CC(=O)[O-].CC(=O)[O-].[Pd+2] (Pd(OAc)2). Solvent: C1(=CC=CC=C1)C (toluene). Reported procedure: A suspension of 2-(3-(8-bromo-N-methyl-4,5-dihydrobenzo[b]thieno[2,3-d]oxepine-2-carboxamido)-4-chlorobenzamido)ethyl acetate (400 mg, 0.69 mmol), Pd(OAc)2 (10 mg, 0.045 mmol), Xantphos (40 mg, 0.069 mmol), MeSO2CH2CH2NH2.HCl (165 mg, 1.04 mmol) and Na2CO3 (219 mg, 2.07 mmol) in toluene (5 mL) was heated at 80° C. under atmosphere of CO from balloon overnight. Then it was filtrated and concentrated, the crude product was purified by column (EtOAc:MeOH=10:1) to afford 385 (76.8 mg, yield: 18%). 1...